From a dataset of the Open Reaction Database (ORD), a public repository of structured organic reaction records. describe an organic reaction: reactants, conditions, products, and yield The reactants are OC1C=C(COCc2ccccc2)C(OCc2ccccc2)C(OCc2ccccc2)C1OCc1ccccc1, C1CCOC1, CCc1ccc(Cc2cc(Cl)ccc2O)cc1, CC(C)OC(=O)N=NC(=O)OC(C)C, c1ccc(P(c2ccccc2)c2ccccc2)cc1. The product is CCc1ccc(Cc2cc(Cl)ccc2OC2C=C(COCc3ccccc3)C(OCc3ccccc3)C(OCc3ccccc3)C2OCc2ccccc2)cc1. Reaction SMILES: [CH2:1]([c:2]1[cH:3][cH:4][cH:5][cH:6][cH:7]1)[O:8][CH:9]1[C:10]([CH2:32][O:33][CH2:34][c:35]2[cH:36][cH:37][cH:38][cH:39][cH:40]2)=[CH:11][CH:12]([OH:31])[CH:13]([O:23][CH2:24][c:25]2[cH:26][cH:27][cH:28][cH:29][cH:30]2)[CH:14]1[O:15][CH2:16][c:17]1[cH:18][cH:19][cH:20][cH:21][cH:22]1.[CH2:91]1[O:92][CH2:93][CH2:94][CH2:95]1.[Cl:60][c:61]1[cH:62][c:63]([CH2:68][c:69]2[cH:70][cH:71][c:72]([CH2:75][CH3:76])[cH:73][cH:74]2)[c:64]([OH:67])[cH:65][cH:66]1.[O:77]=[C:78]([O:79][CH:80]([CH3:81])[CH3:82])[N:83]=[N:84][C:85]([O:86][CH:87]([CH3:88])[CH3:89])=[O:90].[c:41]1([P:42]([c:43]2[cH:44][cH:45][cH:46][cH:47][cH:48]2)[c:49]2[cH:50][cH:51][cH:52][cH:53][cH:54]2)[cH:55][cH:56][cH:57][cH:58][cH:59]1>>[CH2:1]([c:2]1[cH:3][cH:4][cH:5][cH:6][cH:7]1)[O:8][CH:9]1[C:10]([CH2:32][O:33][CH2:34][c:35]2[cH:36][cH:37][cH:38][cH:39][cH:40]2)=[CH:11][CH:12]([O:31][c:64]2[c:63]([CH2:68][c:69]3[cH:70][cH:71][c:72]([CH2:75][CH3:76])[cH:73][cH:74]3)[cH:62][c:61]([Cl:60])[cH:66][cH:65]2)[CH:13]([O:23][CH2:24][c:25]2[cH:26][cH:27][cH:28][cH:29][cH:30]2)[CH:14]1[O:15][CH2:16][c:17]1[cH:18][cH:19][cH:20][cH:21][cH:22]1. The reactants are BrC1=CC=C2C=CN=CC2=C1 (7-bromoisoquinoline), S(=O)(=O)OCl (HSO3Cl), ice water, C(=O)(O)[O-].[Na+] (NaHCO3), C(C)(C)(C)OC(=O)NCCN (N-t-butoxycarbonylethylene diamine), N1=CC=CC=C1 (pyridine). Solvent: C(Cl)Cl (CH2Cl2). Reaction conditions: temperature 155 celsius, time 8 hour. Yields the product NCCNS(=O)(=O)C=1C=2C=CN=CC2C=C(C1)C1=CC=CC=C1 (7-phenyl-isoquinoline-5-sulfonic acid (2-amino-ethyl)-amide). The yield is 50.0%. Reaction SMILES: Br[C:2]1[CH:11]=[C:10]2[C:5]([CH:6]=[CH:7][N:8]=[CH:9]2)=[CH:4][CH:3]=1.[C:12]([O-])(O)=O.[Na+].C(OC([NH:24][CH2:25][CH2:26][NH2:27])=O)(C)(C)C.N1[CH:33]=[CH:32][CH:31]=[CH:30][CH:29]=1.[SH:34]([O:37]Cl)(=O)=[O:35]>C(Cl)Cl>[NH2:27][CH2:26][CH2:25][NH:24][S:34]([C:4]1[C:5]2[CH:6]=[CH:7][N:8]=[CH:9][C:10]=2[CH:11]=[C:2]([C:29]2[CH:12]=[CH:33][CH:32]=[CH:31][CH:30]=2)[CH:3]=1)(=[O:37])=[O:35] |f:1.2|. Procedure details: A mixture of 7-bromoisoquinoline (6.5 g, 31.24 mmol) in HSO3Cl (60 mL) is heated to 155° C. with stirring under N2 overnight, and then cooled to room temperature and slowly poured into ice water. After neutralizing with NaHCO3 at 0° C., sulfonyl chloride is extracted with methylene chloride. The organic layer is dried over Na2SO4 and concentrated to 100 mL and dropped to a solution of N-t-butoxycarbonylethylene diamine (5.01 g, 31.24 mmol) in pyridine (2.54 mL, 31.24 mmol) and CH2Cl2 (120 mL). A...